From a dataset of the Open Reaction Database (ORD), a public repository of structured organic reaction records. describe an organic reaction: reactants, conditions, products, and yield Reactants: CON(C(C1=C(C=CC=C1)C)=O)C (N-methoxy-2,N-dimethylbenzamide), C1(CC1)[Mg]Br.O1CCCC1 (cyclopropylmagnesium bromide tetrahydrofuran), C(C)(=O)OCC.Cl (hydrogen chloride-ethyl acetate). The solvent is O1CCCC1 (tetrahydrofuran). Run at time 12 hour. The product is CC1=C(C=CC=C1)C(=O)C1CC1 (Cyclopropyl 2-methylpheny ketone). RXN SMILES: CON(C)[C:4](=[O:12])[C:5]1[CH:10]=[CH:9][CH:8]=[CH:7][C:6]=1[CH3:11].[CH:14]1([Mg]Br)[CH2:16][CH2:15]1.O1CCCC1.C(OCC)(=O)C.Cl>O1CCCC1>[CH3:11][C:6]1[CH:7]=[CH:8][CH:9]=[CH:10][C:5]=1[C:4]([CH:14]1[CH2:16][CH2:15]1)=[O:12] |f:1.2,3.4|. Procedure details: To a solution of N-methoxy-2,N-dimethylbenzamide (3.55 g) obtained in Step 1 in tetrahydrofuran (40 ml) was added dropwise a solution of 1M cyclopropylmagnesium bromide-tetrahydrofuran (29.7 ml) under ice-cooling, and the mixture was stirred at room temperature for 12 hr. To the reaction mixture was added a 4N hydrogen chloride-ethyl acetate solution (10 ml), and the resulting mixture was concentrated under reduced pressure. The residue was diluted with ethyl acetate, washed successively with 1N... The reactants are N[C@@H](CC(C)C)C(=O)O.N[C@@H](CC1=CC=CC=C1)C(=O)O (L-leucine L-phenylalanine), C[Si](C)(C)Cl (trimethylsilyl chloride). The solvent is CO (methyl alcohol). Product: COC([C@@H](NC([C@@H](N)CC(C)C)=O)CC1=CC=CC=C1)=O (N-L-leucyl-L-phenylalanine methyl ester). Reaction SMILES: [NH2:1][C@H:2]([C:7]([OH:9])=O)[CH2:3][CH:4]([CH3:6])[CH3:5].[NH2:10][C@H:11]([C:19]([OH:21])=[O:20])[CH2:12][C:13]1[CH:18]=[CH:17][CH:16]=[CH:15][CH:14]=1.[CH3:22][Si](Cl)(C)C>CO>[CH3:22][O:20][C:19](=[O:21])[C@H:11]([CH2:12][C:13]1[CH:18]=[CH:17][CH:16]=[CH:15][CH:14]=1)[NH:10][C:7](=[O:9])[C@H:2]([CH2:3][CH:4]([CH3:6])[CH3:5])[NH2:1] |f:0.1|. Procedure: The title compound is prepared by the procedure of Example 7 using 0.50 g of L-leucine-L-phenylalanine, 10 ml of methyl alcohol and 0.536 ml of trimethylsilyl chloride to give 0.53 g of the desired product. Solvent: O (water). Run at time 15 minute. The yield is 49.2%. Reagents/catalysts: C(C)(=O)[O-].[Pd+2].C(C)(=O)[O-] (palladium acetate). As a reaction SMILES: [CH:1]1(B2OC(C)(C)C(C)(C)O2)[CH2:3][CH2:2]1.P([O-])([O-])([O-])=O.[K+].[K+].[K+].Br[C:22]1[C:23]([C:51]#[N:52])=[CH:24][CH:25]=[C:26]2[C:34]=1[NH:33][C:32]1[C:31]([CH3:36])([CH3:35])[C:30]3[CH:37]=[C:38]([O:41][CH2:42][C@H:43]4[CH2:47][O:46][C:45]([CH3:49])([CH3:48])[O:44]4)[CH:39]=[CH:40][C:29]=3[C:28](=[O:50])[C:27]2=1.C1(P(C2CCCCC2)C2CCCCC2)CCCCC1.Cl>O.C([O-])(=O)C.[Pd+2].C([O-])(=O)C>[CH:1]1([C:22]2[C:23]([C:51]#[N:52])=[CH:24][CH:25]=[C:26]3[C:34]=2[NH:33][C:32]2[C:31]([CH3:35])([CH3:36])[C:30]4[CH:37]=[C:38]([O:41][CH2:42][C@H:43]5[CH2:47][O:46][C:45]([CH3:48])([CH3:49])[O:44]5)[CH:39]=[CH:40][C:29]=4[C:28](=[O:50])[C:27]3=2)[CH2:3][CH2:2]1 |f:1.2.3.4,9.10.11|. Reported procedure: Under nitrogen atmosphere, 2-cyclopropyl-4,4,5,5-tetramethyl-[1,3,2]dioxaborolane (13.2 mg, 78.73 μmol) and potassium phosphate (212.27 mg, 212.0 μmol) were dissolved in water (0.20 mL), and the mixture was stirred at room temperature for 15 min. To the reaction solution, 4-bromo-8-((S)-2,2-dimethyl-[1,3]dioxolan-4-yl methoxy)-6,6-dimethyl-11-oxo-6,11-dihydro-5H-benzo[b]carbazole-3-carbonitrile (Compound U8-1, 30.0 mg, 60.56 μmol), palladium acetate (1.36 mg, 6.056 μmol), and tricyclohexylphosph... Reactants: Cl (hydrochloric acid), C1(CC1)B1OC(C(O1)(C)C)(C)C (2-cyclopropyl-4,4,5,5-tetramethyl-[1,3,2]dioxaborolane), P(=O)([O-])([O-])[O-].[K+].[K+].[K+] (potassium phosphate), BrC=1C(=CC=C2C=3C(C4=C(C(C3NC12)(C)C)C=C(C=C4)OC[C@@H]4OC(OC4)(C)C)=O)C#N (4-bromo-8-((S)-2,2-dimethyl-[1,3]dioxolan-4-yl methoxy)-6,6-dimethyl-11-oxo-6,11-dihydro-5H-benzo[b]carbazole-3-carbonitrile), C1(CCCCC1)P(C1CCCCC1)C1CCCCC1 (tricyclohexylphosphine). The product is C1(CC1)C=1C(=CC=C2C=3C(C4=C(C(C3NC12)(C)C)C=C(C=C4)OC[C@@H]4OC(OC4)(C)C)=O)C#N (4-Cyclopropyl-8-((S)-2,2-dimethyl-[1,3]dioxolan-4-ylmethoxy)-6,6-dimethyl-11-oxo-6,11-dihydro-5H-benzo[b]carbazole-3-carbonitrile). The reactants are COc1ccc(C2CCc3cc(OC)ccc3C2)c(N)c1, CC(=O)O, [I-], [I-], [K+], O=N[O-], N, [Na+], O, O=S(=O)(O)O. Yields the product COc1ccc(C2CCc3cc(OC)ccc3C2)c(I)c1. As a reaction SMILES: [CH3:1][O:2][c:3]1[cH:4][cH:5][c:6]([CH:10]2[CH2:11][c:12]3[cH:13][cH:14][c:15]([O:20][CH3:21])[cH:16][c:17]3[CH2:18][CH2:19]2)[c:7]([NH2:9])[cH:8]1.[CH3:36][C:37](=[O:38])[OH:39].[I-:32].[I-:33].[K+:31].[N:27]([O-:28])=[O:29].[NH3:34].[Na+:30].[OH2:35].[S:22](=[O:23])(=[O:24])([OH:25])[OH:26]>>[CH3:1][O:2][c:3]1[cH:4][cH:5][c:6]([CH:10]2[CH2:11][c:12]3[cH:13][cH:14][c:15]([O:20][CH3:21])[cH:16][c:17]3[CH2:18][CH2:19]2)[c:7]([I:32])[cH:8]1. Reactants: CC(=O)O, COCOC1CC(O[Si](C)(C)C(C)(C)C)CC2=CC=C3C4CCC(C(C)C5OCC(C)(C)CO5)C4(C)CCC3C21C, C1CCOC1. Yields the product COCOC1CC(O[Si](C)(C)C(C)(C)C)CC2=CC=C3C4CCC(C(C)C=O)C4(C)CCC3C21C. As a reaction SMILES: [CH3:1][C:2](=[O:3])[OH:4].[CH3:5][C:6]1([CH3:7])[CH2:10][O:11][CH:9]([CH:12]([CH3:13])[CH:14]2[CH2:15][CH2:16][CH:17]3[C:18]4=[CH:19][CH:20]=[C:21]5[CH2:22][CH:23]([O:37][Si:38]([CH3:39])([CH3:40])[C:41]([CH3:42])([CH3:43])[CH3:44])[CH2:24][CH:25]([O:33][CH2:34][O:35][CH3:36])[C:26]5([CH3:27])[CH:28]4[CH2:29][CH2:30][C:31]23[CH3:32])[O:8][CH2:45]1.[O:46]1[CH2:47][CH2:48][CH2:49][CH2:50]1>>[O:8]=[CH:9][CH:12]([CH3:13])[CH:14]1[CH2:15][CH2:16][CH:17]2[C:18]3=[CH:19][CH:20]=[C:21]4[CH2:22][CH:23]([O:37][Si:38]([CH3:39])([CH3:40])[C:41]([CH3:42])([CH3:43])[CH3:44])[CH2:24][CH:25]([O:33][CH2:34][O:35][CH3:36])[C:26]4([CH3:27])[CH:28]3[CH2:29][CH2:30][C:31]12[CH3:32]. Reactants: O (Water), ICC1(CC2=C3CC(NC3=C(C(=C2O1)C)C)(C)C)C (1,6,7,8-tetrahydro-2-(iodomethyl)-2,4,5,7,7-pentamethyl-2H-furo[3,2-e]indole), Cl.CN(C=1SC2=C(N1)C=CC=C2)C2CCNCC2 (N-methyl-N-(4-piperidinyl)-1,3-benzothiazole-2-amine hydrochloride), C([O-])([O-])=O.[K+].[K+] (potassium carbonate). Solvent: CN(C(C)=O)C (N,N-dimethylacetamide). Run at temperature 180 celsius, time 6 hour. The product is CN(C=1SC2=C(N1)C=CC=C2)C2CCN(CC2)CC2(CC1=C3CC(NC3=C(C(=C1O2)C)C)(C)C)C (N-Methyl-N-[1-[(1,6,7,8-tetrahydro-2,4,5,7,7-pentamethyl-2H-furo[3,2-e]indol-2-yl)methyl]-4-piperidinyl]-1,3-benzothiazole-2-amine). Yield: 56.2%. RXN SMILES: I[CH2:2][C:3]1([CH3:19])[O:14][C:13]2[C:5](=[C:6]3[C:10](=[C:11]([CH3:16])[C:12]=2[CH3:15])[NH:9][C:8]([CH3:18])([CH3:17])[CH2:7]3)[CH2:4]1.Cl.[CH3:21][N:22]([CH:32]1[CH2:37][CH2:36][NH:35][CH2:34][CH2:33]1)[C:23]1[S:24][C:25]2[CH:31]=[CH:30][CH:29]=[CH:28][C:26]=2[N:27]=1.C(=O)([O-])[O-].[K+].[K+].O>CN(C)C(=O)C>[CH3:21][N:22]([CH:32]1[CH2:37][CH2:36][N:35]([CH2:2][C:3]2([CH3:19])[O:14][C:13]3[C:5](=[C:6]4[C:10](=[C:11]([CH3:16])[C:12]=3[CH3:15])[NH:9][C:8]([CH3:18])([CH3:17])[CH2:7]4)[CH2:4]2)[CH2:34][CH2:33]1)[C:23]1[S:24][C:25]2[CH:31]=[CH:30][CH:29]=[CH:28][C:26]=2[N:27]=1 |f:1.2,3.4.5|. Reported procedure: A suspension of 1,6,7,8-tetrahydro-2-(iodomethyl)-2,4,5,7,7-pentamethyl-2H-furo[3,2-e]indole (372 mg, 1.0 mmol), N-methyl-N-(4-piperidinyl)-1,3-benzothiazole-2-amine hydrochloride (427 mg, 1.5 mmol) and potassium carbonate (485 mg, 3.5 mmol) in N,N-dimethylacetamide (2 mL) was stirred at 180° C. for 6 hours under the nitrogen atmosphere. Water was added to the reaction mixture, and the mixture was extracted with ethyl acetate two times. The combined organic layers were washed with water and satu... The reactants are C(C=C)N(CC1=COC=C1)CCCl (N-allyl-N-(3-furylmethyl)-2-chloroethylamine), CCCCCC.C(CCC)[Li] (n-butyl lithium hexane), [OH-].[Na+] (sodium hydroxide). Solvent: O1CCCC1 (tetrahydrofuran). Run at time 4 hour. The product is C(C=C)N1CC2=C(CC1)OC=C2 (5-allyl-4,5,6,7-tetrahydrofuro[3,2-c]pyridine). Reaction SMILES: [CH2:1]([N:4]([CH2:11][CH2:12]Cl)[CH2:5][C:6]1[CH:10]=[CH:9][O:8][CH:7]=1)[CH:2]=[CH2:3].CCCCCC.C([Li])CCC.[OH-].[Na+]>O1CCCC1>[CH2:1]([N:4]1[CH2:11][CH2:12][C:7]2[O:8][CH:9]=[CH:10][C:6]=2[CH2:5]1)[CH:2]=[CH2:3] |f:1.2,3.4|. Reported procedure: To a solution of 9.03 g of the above crude N-allyl-N-(3-furylmethyl)-2-chloroethylamine in 200 ml of tetrahydrofuran, 63.8 ml (102 mmol) of 1.6 M n-butyl lithium hexane was added under ice-cooling, followed by stirring at room temperature for 4 hours. The reaction mixture was poured into aqueous sodium hydroxide and extracted with dichloromethane 3 times. The combined organic layer was dried over anhydrous magnesium sulfate; the solvent was distilled off under reduced pressure. The resulting cru... Starting materials: Cl, CN(C(=O)N(C)C1CNCC1c1ccc(F)c(F)c1)c1cc(C(F)(F)F)cc(C(F)(F)F)c1, O=C(O)C1CCC(F)(F)CC1. Product: CN(C(=O)N(C)C1CN(C(=O)C2CCC(F)(F)CC2)CC1c1ccc(F)c(F)c1)c1cc(C(F)(F)F)cc(C(F)(F)F)c1. RXN SMILES: [ClH:1].[F:2][C:3]([c:4]1[cH:5][c:6]([N:14]([C:15](=[O:16])[N:17]([CH3:18])[CH:19]2[CH2:20][NH:21][CH2:22][CH:23]2[c:24]2[cH:25][c:26]([F:31])[c:27]([F:30])[cH:28][cH:29]2)[CH3:32])[cH:7][c:8]([C:10]([F:11])([F:12])[F:13])[cH:9]1)([F:33])[F:34].[F:35][C:36]1([F:45])[CH2:37][CH2:38][CH:39]([C:42](=[O:43])[OH:44])[CH2:40][CH2:41]1>>[F:2][C:3]([c:4]1[cH:5][c:6]([N:14]([C:15](=[O:16])[N:17]([CH3:18])[CH:19]2[CH2:20][N:21]([C:42]([CH:39]3[CH2:38][CH2:37][C:36]([F:35])([F:45])[CH2:41][CH2:40]3)=[O:43])[CH2:22][CH:23]2[c:24]2[cH:25][c:26]([F:31])[c:27]([F:30])[cH:28][cH:29]2)[CH3:32])[cH:7][c:8]([C:10]([F:11])([F:12])[F:13])[cH:9]1)([F:33])[F:34]. Starting materials: C([O-])([O-])=O.[K+].[K+] (Potassium carbonate), C(C)(C)N(C(C)C)CC (N,N-diisopropylethylamine), BrCCO (2-bromoethanol), BrCCO (2-bromoethanol), FC1=CC2=C(NC(=N2)CC2N(CCCC2)C(=O)C=2N=C(SC2C2=CC=C(C=C2)F)C)C=C1F ((RS)-1-[2-(5,6-Difluoro-1H-benzoimidazol-2-ylmethyl)-piperidin-1-yl]-1-[5-(4-fluoro-phenyl)-2-methyl-thiazol-4-yl]-methanone), ice, [H-].[Na+] (sodium hydride). Run in CN(C)C=O (DMF). Reaction conditions: temperature 110 celsius, time 0.5 hour. Yields the product FC1=CC2=C(N(C(=N2)CC2N(CCCC2)C(=O)C=2N=C(SC2C2=CC=C(C=C2)F)C)CCO)C=C1F ((RS)-1-{2-[5,6-difluoro-1-(2-hydroxy-ethyl)-1H-benzoimidazol-2-ylmethyl]-piperidin-1-yl}-1-[5-(4-fluoro-phenyl)-2-methyl-thiazol-4-yl]-methanone). Yield: 29.0%. As a reaction SMILES: [F:1][C:2]1[C:32]([F:33])=[CH:31][C:5]2[NH:6][C:7]([CH2:9][CH:10]3[CH2:15][CH2:14][CH2:13][CH2:12][N:11]3[C:16]([C:18]3[N:19]=[C:20]([CH3:30])[S:21][C:22]=3[C:23]3[CH:28]=[CH:27][C:26]([F:29])=[CH:25][CH:24]=3)=[O:17])=[N:8][C:4]=2[CH:3]=1.[H-].[Na+].Br[CH2:37][CH2:38][OH:39].C(=O)([O-])[O-].[K+].[K+].C(N(CC)C(C)C)(C)C>CN(C=O)C>[F:1][C:2]1[C:32]([F:33])=[CH:31][C:5]2[N:6]([CH2:37][CH2:38][OH:39])[C:7]([CH2:9][CH:10]3[CH2:15][CH2:14][CH2:13][CH2:12][N:11]3[C:16]([C:18]3[N:19]=[C:20]([CH3:30])[S:21][C:22]=3[C:23]3[CH:28]=[CH:27][C:26]([F:29])=[CH:25][CH:24]=3)=[O:17])=[N:8][C:4]=2[CH:3]=1 |f:1.2,4.5.6|. Procedure: (RS)-1-[2-(5,6-Difluoro-1H-benzoimidazol-2-ylmethyl)-piperidin-1-yl]-1-[5-(4-fluoro-phenyl)-2-methyl-thiazol-4-yl]-methanone, E35 (250 mg, 0.53 mmol) was added slowly to an ice-cooled slurry of sodium hydride (43 mg, 1.1 mmol, 60% dispersion in mineral oil) in DMF (10 ml), under argon. After stirring for a further 0.5 h, 2-bromoethanol (0.045 ml, 0.64 mmol) was added. The mixture was heated at 110° C. for 48 h, but only a minor amount of product had formed (MS). Potassium carbonate (1.00 g), N,N... Starting materials: ClC1=CC=C(C=C1)SC1=C(N=C(N1C)C1=NN(C=C1)CC)C1=CC=C(C=C1)C(N)=NO (4-{5-[(4-chlorophenyl)sulfanyl]-2-(1-ethyl-1H-pyrazol-3-yl)-1-methyl-1H-imidazol-4-yl}-N′-hydroxybenzenecarboximidamide), product, C(OCC)(OCC)OCC (triethyl orthoformate), B(F)(F)F (BF3). Solvent: CCOC(=O)C (EtOAc). Run at temperature 110 celsius, time 8 hour. Yields the product ClC1=CC=C(C=C1)SC1=C(N=C(N1C)C1=NN(C=C1)CC)C1=CC=C(C=C1)C1=NOC=N1 (3-(4-{5-[(4-chlorophenyl)sulfanyl]-2-(1-ethyl-1H-pyrazol-3-yl)-1-methyl-1H-imidazol-4-yl}phenyl)-1,2,4-oxadiazole). As a reaction SMILES: [Cl:1][C:2]1[CH:7]=[CH:6][C:5]([S:8][C:9]2[N:13]([CH3:14])[C:12]([C:15]3[CH:19]=[CH:18][N:17]([CH2:20][CH3:21])[N:16]=3)=[N:11][C:10]=2[C:22]2[CH:27]=[CH:26][C:25]([C:28](=[N:30][OH:31])[NH2:29])=[CH:24][CH:23]=2)=[CH:4][CH:3]=1.[CH:32](OCC)(OCC)OCC.B(F)(F)F>CCOC(C)=O>[Cl:1][C:2]1[CH:3]=[CH:4][C:5]([S:8][C:9]2[N:13]([CH3:14])[C:12]([C:15]3[CH:19]=[CH:18][N:17]([CH2:20][CH3:21])[N:16]=3)=[N:11][C:10]=2[C:22]2[CH:27]=[CH:26][C:25]([C:28]3[N:29]=[CH:32][O:31][N:30]=3)=[CH:24][CH:23]=2)=[CH:6][CH:7]=1. Procedure details: To a suspension of step 4 product (250 mg, 0.552 mmol) in triethyl orthoformate (9.09 ml, 55.2 mmol) was added BF3 etherate (0.699 μl, 5.52 μmol) and the mixture stirred at 110° C. for overnight. The reaction mixture was diluted with EtOAc and washed with NaHCO3 (aq), organic layer was dried, and concentrated. The residue was purified on silica gel column eluting a gradient of 8-70% EtOAc in hexane to afford 3-(4-{5-[(4-chlorophenyl)sulfanyl]-2-(1-ethyl-1H-pyrazol-3-yl)-1-methyl-1H-imidazol-4-yl...